Dataset: the Open Reaction Database (ORD), a public repository of structured organic reaction records. Task: describe an organic reaction: reactants, conditions, products, and yield Starting materials: CC(=O)O, COc1ccc(C2=C(C)NC(=O)C(C)C2)cc1, Cl[Pt]Cl. Product: COc1ccc(C2CC(C)C(=O)NC2C)cc1. Reaction SMILES: [CH3:18][C:19](=[O:20])[OH:21].[CH3:1][CH:2]1[C:3](=[O:17])[NH:4][C:5]([CH3:16])=[C:6]([c:8]2[cH:9][cH:10][c:11]([O:14][CH3:15])[cH:12][cH:13]2)[CH2:7]1.[Pt:22]([Cl:23])[Cl:24]>>[CH3:1][CH:2]1[C:3](=[O:17])[NH:4][CH:5]([CH3:16])[CH:6]([c:8]2[cH:9][cH:10][c:11]([O:14][CH3:15])[cH:12][cH:13]2)[CH2:7]1. RXN SMILES: [CH3:1][C:2]1[CH:3]=[C:4]([C:18]([O:20][CH3:21])=[O:19])[C:5]([C:8]2[CH:13]=[CH:12][CH:11]=[C:10]([C:14]([O:16][CH3:17])=[O:15])[CH:9]=2)=[CH:6][CH:7]=1.C1C(=O)N([Br:29])C(=O)C1>C(Cl)(Cl)(Cl)Cl.C(OOC(=O)C1C=CC=CC=1)(=O)C1C=CC=CC=1>[Br:29][CH2:1][C:2]1[CH:3]=[C:4]([C:18]([O:20][CH3:21])=[O:19])[C:5]([C:8]2[CH:13]=[CH:12][CH:11]=[C:10]([C:14]([O:16][CH3:17])=[O:15])[CH:9]=2)=[CH:6][CH:7]=1. The solvent is C(Cl)(Cl)(Cl)Cl (CCl4). The reagents and catalysts are C(C1=CC=CC=C1)(=O)OOC(C1=CC=CC=C1)=O (benzoyl peroxide). Procedure: To a solution of 4-methyl-[1,1′-biphenyl]-2,3′-dicarboxylic acid, dimethyl ester (2.26 g, 7.9 mmol) in CCl4 (50 mL) were added benzoyl peroxide (0.010 g, 0.04 mmol) and NBS (1.42 g, 8.0 mmol), and the mixture was refluxed for 3 days. The reaction mixture was allowed to cool to rt, filtered, and concentrated. The residue was purified by column chromatography (95:5 to 90:10 hexanes/EtOAc) to afford 4-bromomethyl-[1,1′-biphenyl]-2,3′-dicarboxylic acid, dimethyl ester (1.71 g, 60%): 1H NMR (DMSO-d6)... Isolated yield 59.6%. Reactants: CC=1C=C(C(=CC1)C1=CC(=CC=C1)C(=O)OC)C(=O)OC (4-methyl-[1,1′-biphenyl]-2,3′-dicarboxylic acid, dimethyl ester), C1CC(=O)N(C1=O)Br (NBS). The product is BrCC=1C=C(C(=CC1)C1=CC(=CC=C1)C(=O)OC)C(=O)OC (4-bromomethyl-[1,1′-biphenyl]-2,3′-dicarboxylic acid, dimethyl ester). The solvent is C(C)O (ethanol). Reagents/catalysts: [Fe] (iron). The yield is 95.8%. The product is CN(CCN(C=1C(=CC(=C(C1)OC)NC1=NC=CC(=N1)C1=CNC2=CC=CC=C12)N)C)C (N1-(2-Dimethylaminoethyl)-N4-[4-(1H-indol-3-yl)pyrimidin-2-yl]-5-methoxy-N1-methylbenzene-1,2,4-triamine). Reactants: O (Water), CN(CCN(C1=CC(=C(C=C1[N+](=O)[O-])NC1=NC=CC(=N1)C1=CNC2=CC=CC=C12)OC)C)C (N′-(2-dimethylaminoethyl)-N-[4-(1H-indol-3-yl)pyrimidin-2-yl]-2-methoxy-N′-methyl-5-nitrobenzene-1,4-diamine), CN(CCN(C1=CC(=C(C=C1[N+](=O)[O-])NC1=NC=CC(=N1)C1=CNC2=CC=CC=C12)OC)C)C (N′-(2-dimethylaminoethyl)-N-[4-(1H-indol-3-yl)pyrimidin-2-yl]-2-methoxy-N′-methyl-5-nitrobenzene-1,4-diamine), [NH4+].[Cl-] (NH4Cl). Procedure: Water (4 mL) was added in one portion to a mixture of N′-(2-dimethylaminoethyl)-N-[4-(1H-indol-3-yl)pyrimidin-2-yl]-2-methoxy-N′-methyl-5-nitrobenzene-1,4-diamine (Intermediate 169, 270 mg, 0.59 mmol), iron (196 mg, 3.51 mmol), NH4Cl (21.9 mg, 0.41 mmol) and ethanol (24 mL). The resulting mixture was heated at 105° C. for 3 h then filtered through diatomaceous earth (Celite™). The filtrate was concentrated in vacuo and then part-purified by ion exchange chromatography, using an SCX column and el... Run at temperature 105 celsius. Reaction SMILES: O.[CH3:2][N:3]([CH3:35])[CH2:4][CH2:5][N:6]([CH3:34])[C:7]1[C:12]([N+:13]([O-])=O)=[CH:11][C:10]([NH:16][C:17]2[N:22]=[C:21]([C:23]3[C:31]4[C:26](=[CH:27][CH:28]=[CH:29][CH:30]=4)[NH:25][CH:24]=3)[CH:20]=[CH:19][N:18]=2)=[C:9]([O:32][CH3:33])[CH:8]=1.[NH4+].[Cl-]>[Fe].C(O)C>[CH3:35][N:3]([CH3:2])[CH2:4][CH2:5][N:6]([CH3:34])[C:7]1[C:12]([NH2:13])=[CH:11][C:10]([NH:16][C:17]2[N:22]=[C:21]([C:23]3[C:31]4[C:26](=[CH:27][CH:28]=[CH:29][CH:30]=4)[NH:25][CH:24]=3)[CH:20]=[CH:19][N:18]=2)=[C:9]([O:32][CH3:33])[CH:8]=1 |f:2.3|. Starting materials: CCOC(C)=O, CCN(C(C)C)C(C)C, C1NCC2CC12, Cl, O=[N+]([O-])c1cc(F)c(F)c(F)c1, CN(C)C=O. Yields the product O=[N+]([O-])c1cc(F)c(N2CC3CC3C2)c(F)c1. Reaction SMILES: [CH3:34][CH2:35][O:36][C:37](=[O:38])[CH3:39].[CH:1]([N:2]([CH:3]([CH3:4])[CH3:5])[CH2:6][CH3:7])([CH3:8])[CH3:9].[CH:22]12[CH2:23][NH:24][CH2:25][CH:26]1[CH2:27]2.[ClH:28].[F:10][c:11]1[cH:12][c:13]([N+:19](=[O:20])[O-:21])[cH:14][c:15]([F:18])[c:16]1[F:17].[O:29]=[CH:30][N:31]([CH3:32])[CH3:33]>>[F:10][c:11]1[cH:12][c:13]([N+:19](=[O:20])[O-:21])[cH:14][c:15]([F:18])[c:16]1[N:24]1[CH2:23][CH:22]2[CH:26]([CH2:25]1)[CH2:27]2. The reactants are OCC=1C(NC2=CC=CC=C2C1)=O (3-hydroxymethylcarbostyril), [Cl-] (chloride). Yields the product ClCC=1C(NC2=CC=CC=C2C1)=O (3-chloromethylcarbostyril). Reported procedure: 3 Grams of 3-hydroxymethylcarbostyril was suspended in 100 ml of chloroform, then a solution containing 2 g of thinyl chloride in 20 ml of chloroform was added dropwise thereto at a room temperature with stirring condition. The reaction mixture was further sitrred at a room temperature for 1 hour. The reaction mixture was concentrated under a reduced pressure, and the residue obtained was recrystallized from methanol to obtain 2.9 g of 3-chloromethylcarbostyril in the form of colorless needle-li... Reaction conditions: time 1 hour. The solvent is C(Cl)(Cl)Cl (chloroform), C(Cl)(Cl)Cl (chloroform). As a reaction SMILES: O[CH2:2][C:3]1[C:4](=[O:13])[NH:5][C:6]2[C:11]([CH:12]=1)=[CH:10][CH:9]=[CH:8][CH:7]=2.[Cl-:14]>C(Cl)(Cl)Cl>[Cl:14][CH2:2][C:3]1[C:4](=[O:13])[NH:5][C:6]2[C:11]([CH:12]=1)=[CH:10][CH:9]=[CH:8][CH:7]=2. The reactants are C(C)(C)(C)N1N=CC(=C(C1=O)Cl)S (2-t-butyl-4-chloro-5-mercapto-3(2H)-pyridazinone), COCCOC1=CC=C(CBr)C=C1 (4-(2-methoxyethoxy)benzyl bromide), O (water), C([O-])([O-])=O.[Na+].[Na+] (sodium carbonate). Run in C(C)O (ethanol). Run at time 8 hour. Yields the product C(C)(C)(C)N1N=CC(=C(C1=O)Cl)SCC1=CC=C(C=C1)OCCOC (2-t-butyl-4-chloro-5-[4-(2-methoxyethoxy)-benzylthio]-3(2H)-pyridazinone). The yield is 62.4%. As a reaction SMILES: [C:1]([N:5]1[C:10](=[O:11])[C:9]([Cl:12])=[C:8]([SH:13])[CH:7]=[N:6]1)([CH3:4])([CH3:3])[CH3:2].[CH3:14][O:15][CH2:16][CH2:17][O:18][C:19]1[CH:26]=[CH:25][C:22]([CH2:23]Br)=[CH:21][CH:20]=1.C(=O)([O-])[O-].[Na+].[Na+].O>C(O)C>[C:1]([N:5]1[C:10](=[O:11])[C:9]([Cl:12])=[C:8]([S:13][CH2:23][C:22]2[CH:21]=[CH:20][C:19]([O:18][CH2:17][CH2:16][O:15][CH3:14])=[CH:26][CH:25]=2)[CH:7]=[N:6]1)([CH3:4])([CH3:2])[CH3:3] |f:2.3.4|. Procedure: In 30 ml of 95% ethanol were dissolved 1.5 g of 2-t-butyl-4-chloro-5-mercapto-3(2H)-pyridazinone and 1.85 g of 4-(2-methoxyethoxy)benzyl bromide, and then 0.48 g of anhydrous sodium carbonate was added thereto. The resulting mixture was stirred overnight at room temperature, poured into water, extracted with benzene, washed with water and dried over anhydrous sodium sulfate. Benzene was distilled off under reduced pressure and the resulting solid was recrystallized from n-hexane-benzene to obtai... Reactants: O=C([O-])[O-], CCOC(=O)CN1CCCN(C(=O)c2ccc(NC(=O)OCCCl)cc2Cl)c2ccccc21, CCOC(C)=O, CN(C)C=O, [I-], [K+], [K+], [Na+]. Product: CCOC(=O)CN1CCCN(C(=O)c2ccc(N3CCOC3=O)cc2Cl)c2ccccc21. RXN SMILES: [C:34](=[O:35])([O-:36])[O-:37].[CH2:1]([CH3:2])[O:3][C:4](=[O:5])[CH2:6][N:7]1[CH2:8][CH2:9][CH2:10][N:11]([C:18]([c:19]2[c:20]([Cl:32])[cH:21][c:22]([NH:25][C:26](=[O:27])[O:28][CH2:29][CH2:30][Cl:31])[cH:23][cH:24]2)=[O:33])[c:12]2[c:13]1[cH:14][cH:15][cH:16][cH:17]2.[CH3:42][CH2:43][O:44][C:45](=[O:46])[CH3:47].[CH3:48][N:49]([CH3:50])[CH:51]=[O:52].[I-:41].[K+:38].[K+:39].[Na+:40]>>[CH2:1]([CH3:2])[O:3][C:4](=[O:5])[CH2:6][N:7]1[CH2:8][CH2:9][CH2:10][N:11]([C:18]([c:19]2[c:20]([Cl:32])[cH:21][c:22]([N:25]3[C:26](=[O:27])[O:28][CH2:29][CH2:30]3)[cH:23][cH:24]2)=[O:33])[c:12]2[c:13]1[cH:14][cH:15][cH:16][cH:17]2.